This data is from the Open Reaction Database (ORD), a public repository of structured organic reaction records. The task is: describe an organic reaction: reactants, conditions, products, and yield Reactants: P(Cl)(Cl)(Cl)(Cl)Cl (phosphorous pentachloride), CC(C)(OCC(CN1CCCC1)O)C (1-[3-(1,1-dimethylethoxy)-2-hydroxypropyl]pyrrolidine), product, Cl (hydrogen chloride). The solvent is C1(=CC=CC=C1)C (toluene), C1(=CC=CC=C1)C (toluene), O1CCCC1 (tetrahydrofuran). Conditions: time 1.5 hour. The product is ClC(CN1CCCC1)COC(C)(C)C (1-[2-Chloro-3-(1,1-dimethylethoxy)propyl]pyrrolidine). RXN SMILES: P(Cl)(Cl)(Cl)(Cl)Cl.[CH3:7][C:8]([CH3:20])([O:10][CH2:11][CH:12](O)[CH2:13][N:14]1[CH2:18][CH2:17][CH2:16][CH2:15]1)[CH3:9].[ClH:21]>C1(C)C=CC=CC=1.O1CCCC1>[Cl:21][CH:12]([CH2:11][O:10][C:8]([CH3:20])([CH3:9])[CH3:7])[CH2:13][N:14]1[CH2:18][CH2:17][CH2:16][CH2:15]1. Procedure details: To a stirred, cooled suspension of 34.7 g (0.167 ml) of phosphorous pentachloride in 20 ml of dry toluene (argon atmosphere) was added a solution of 31.93 g (0.159 m) of 1-[3-(1,1-dimethylethoxy)-2-hydroxypropyl]pyrrolidine (the product of Example 13a) and excess hydrogen chloride (gas) in 46 ml of dry toluene and 50 ml of dry tetrahydrofuran at a rate to keep the reaction temperature at 10°-25° C. When the addition was completed, the cooling bath was removed and the reaction mixture was stirred...